From a dataset of the Open Reaction Database (ORD), a public repository of structured organic reaction records. describe an organic reaction: reactants, conditions, products, and yield Reactants: N#CCBr, CC#N, CCOC(C)=O, [Cl-], CN(CCC(O)c1cccc(Cl)c1)C(=O)OC(C)(C)C, [H-], [NH4+], [Na+]. Yields the product CN(CCC(OCC#N)c1cccc(Cl)c1)C(=O)OC(C)(C)C. As a reaction SMILES: [Br:23][CH2:24][C:25]#[N:26].[CH3:29][C:30]#[N:31].[CH3:32][CH2:33][O:34][C:35](=[O:36])[CH3:37].[Cl-:27].[Cl:3][c:4]1[cH:5][c:6]([CH:10]([CH2:11][CH2:12][N:13]([C:14]([O:15][C:16]([CH3:17])([CH3:18])[CH3:19])=[O:20])[CH3:21])[OH:22])[cH:7][cH:8][cH:9]1.[H-:2].[NH4+:28].[Na+:1]>>[Cl:3][c:4]1[cH:5][c:6]([CH:10]([CH2:11][CH2:12][N:13]([C:14]([O:15][C:16]([CH3:17])([CH3:18])[CH3:19])=[O:20])[CH3:21])[O:22][CH2:24][C:25]#[N:26])[cH:7][cH:8][cH:9]1. Reactants: C1(=CC=CC=C1)C(C)OC1=CC=C(C=C1)C(C)NO (1-(4-(1-phenylethoxy)phenyl)ethylhydroxylamine), C[Si](C)(C)N=C=O (trimethylsilylisocyanate). Solvent: O1CCOCC1 (dioxane). Yields the product ON(C(=O)N)C(C)C1=CC=C(C=C1)OC(C)C1=CC=CC=C1 (N-hydroxy-N-(1-(4-(1-phenylethoxy)phenyl)ethyl)urea), solid. As a reaction SMILES: [C:1]1([CH:7]([O:9][C:10]2[CH:15]=[CH:14][C:13]([CH:16]([NH:18][OH:19])[CH3:17])=[CH:12][CH:11]=2)[CH3:8])[CH:6]=[CH:5][CH:4]=[CH:3][CH:2]=1.C[Si]([N:24]=[C:25]=[O:26])(C)C>O1CCOCC1>[OH:19][N:18]([CH:16]([C:13]1[CH:12]=[CH:11][C:10]([O:9][CH:7]([C:1]2[CH:6]=[CH:5][CH:4]=[CH:3][CH:2]=2)[CH3:8])=[CH:15][CH:14]=1)[CH3:17])[C:25]([NH2:24])=[O:26]. Procedure details: N-hydroxy-N-(1-(4-(1-phenylethoxy)phenyl)ethyl)urea was prepared using Scheme 2 by refluxing 1-(4-(1-phenylethoxy)phenyl)ethylhydroxylamine (2.22 g 8.64 mmole) for thirty minutes with trimethylsilylisocyanate (1.19 gr, 10.4 mole) in dioxane (30 ml). The reaction mixture was then washed with saturated NH4Cl solution, dried with MgSO4, and evaporated. The residue was washed with ether to give a white solid (1.3 g). The reactants are CC=1SC2=C(N1)C=C(C=C2)OC[C@@H](CN2CCNCC2)O ((2R)-3-(2-methylbenzothiazol-5-yloxy)-1-piperazinylpropan-2-ol), ClCC(=O)NC=1C=CC2=C(N=C(S2)C)C1 (2-chloro-N-(2-methylbenzothiazol-5-yl)acetamide). Solvent: C(C)O (ethanol). The product is O[C@H](CN1CCN(CC1)CC(=O)NC=1C=CC2=C(N=C(S2)C)C1)COC=1C=CC2=C(N=C(S2)C)C1 (2-{4-[(2R)-2-hydroxy-3-(2-methylbenzothiazol-5-yloxy)propyl]piperazinyl}-N-(2-methylbenzothiazol-5-yl)acetamide). As a reaction SMILES: [CH3:1][C:2]1[S:3][C:4]2[CH:10]=[CH:9][C:8]([O:11][CH2:12][C@H:13]([OH:21])[CH2:14][N:15]3[CH2:20][CH2:19][NH:18][CH2:17][CH2:16]3)=[CH:7][C:5]=2[N:6]=1.Cl[CH2:23][C:24]([NH:26][C:27]1[CH:28]=[CH:29][C:30]2[S:34][C:33]([CH3:35])=[N:32][C:31]=2[CH:36]=1)=[O:25]>C(O)C>[OH:21][C@@H:13]([CH2:12][O:11][C:8]1[CH:9]=[CH:10][C:4]2[S:3][C:2]([CH3:1])=[N:6][C:5]=2[CH:7]=1)[CH2:14][N:15]1[CH2:16][CH2:17][N:18]([CH2:23][C:24]([NH:26][C:27]2[CH:28]=[CH:29][C:30]3[S:34][C:33]([CH3:35])=[N:32][C:31]=3[CH:36]=2)=[O:25])[CH2:19][CH2:20]1. Reported procedure: A mixture of (2R)-3-(2-methylbenzothiazol-5-yloxy)-1-piperazinylpropan-2-ol (0.2 g, 0.65 mmol) and 2-chloro-N-(2-methylbenzothiazol-5-yl)acetamide (0.155 g, 0.65 mmol) in ethanol was allowed to stir at reflux for 24 hours. The solvent was removed under reduced pressure and the residue was purified using preparative thin layer chromatography, to afford 2-{4-[(2R)-2-hydroxy-3-(2-methylbenzothiazol-5-yloxy)propyl]piperazinyl}-N-(2-methylbenzothiazol-5-yl)acetamide. The reactants are ClC(Cl)Cl, Cl, ON=Cc1ccc(F)cc1. Yields the product ON=C(Cl)c1ccc(F)cc1. As a reaction SMILES: [CH:12]([Cl:13])([Cl:14])[Cl:15].[Cl:11].[F:1][c:2]1[cH:3][cH:4][c:5]([CH:6]=[N:7][OH:8])[cH:9][cH:10]1>>[F:1][c:2]1[cH:3][cH:4][c:5]([C:6](=[N:7][OH:8])[Cl:13])[cH:9][cH:10]1. Reactants: CCOC(=O)Cc1cc(CO[Si](C(C)C)(C(C)C)C(C)C)c(C)o1, CCCC[N+](CCCC)(CCCC)CCCC, [F-], C1CCOC1. Yields the product CCOC(=O)Cc1cc(CO)c(C)o1. Reaction SMILES: [CH2:1]([CH3:2])[O:3][C:4]([CH2:5][c:6]1[o:7][c:8]([CH3:23])[c:9]([CH2:11][O:12][Si:13]([CH:14]([CH3:15])[CH3:16])([CH:17]([CH3:18])[CH3:19])[CH:20]([CH3:21])[CH3:22])[cH:10]1)=[O:24].[CH3:26][CH2:27][CH2:28][CH2:29][N+:30]([CH2:31][CH2:32][CH2:33][CH3:34])([CH2:35][CH2:36][CH2:37][CH3:38])[CH2:39][CH2:40][CH2:41][CH3:42].[F-:25].[O:43]1[CH2:44][CH2:45][CH2:46][CH2:47]1>>[CH2:1]([CH3:2])[O:3][C:4]([CH2:5][c:6]1[o:7][c:8]([CH3:23])[c:9]([CH2:11][OH:12])[cH:10]1)=[O:24]. Product: ClC1=CC=C(S1)C1=NC(=C(C(=N1)NC1=CC=C(C=C1)CC1=NN=NN1)CC)C (2-(5-Chloro-2-thienyl)-5-ethyl-6-methyl-N-[4-(1H-tetrazol-5-ylmethyl)phenyl]pyrimidin-4-amine), Cl (HCl). Run at temperature 110 celsius, time 8 hour. Procedure details: In an 4-mL was charged with 2-[4-[[2-(5-Chloro-2-thienyl)-5-ethyl-6-methyl-pyrimidin-4-yl]amino]phenyl]acetonitrile (16 mg, 0.043 mmol), azidotrimethylsilane (80 mg, 1.44 mmol) and tetrabutylammonium fluoride trihydrate (20 mg, 0.057 mmol). The mixture was stirred at 110° C. overnight. After cooling to room temperature, the mixture was dissolved in dichloromethane (2 ml) and 2N HCl (aq.) (1 ml) was added. The precipitate was collected by filtration and washed with water (5 ml) followed dichlorom... The reactants are ClC1=CC=C(S1)C1=NC(=C(C(=N1)NC1=CC=C(C=C1)CC#N)CC)C (2-[4-[[2-(5-Chloro-2-thienyl)-5-ethyl-6-methyl-pyrimidin-4-yl]amino]phenyl]acetonitrile), N(=[N+]=[N-])[Si](C)(C)C (azidotrimethylsilane), O.O.O.[F-].C(CCC)[N+](CCCC)(CCCC)CCCC (tetrabutylammonium fluoride trihydrate), Cl (HCl). Reaction SMILES: [Cl:1][C:2]1[S:6][C:5]([C:7]2[N:12]=[C:11]([NH:13][C:14]3[CH:19]=[CH:18][C:17]([CH2:20][C:21]#[N:22])=[CH:16][CH:15]=3)[C:10]([CH2:23][CH3:24])=[C:9]([CH3:25])[N:8]=2)=[CH:4][CH:3]=1.[N:26]([Si](C)(C)C)=[N+:27]=[N-:28].O.O.O.[F-].C([N+](CCCC)(CCCC)CCCC)CCC.[ClH:54]>ClCCl>[Cl:1][C:2]1[S:6][C:5]([C:7]2[N:12]=[C:11]([NH:13][C:14]3[CH:19]=[CH:18][C:17]([CH2:20][C:21]4[NH:28][N:27]=[N:26][N:22]=4)=[CH:16][CH:15]=3)[C:10]([CH2:23][CH3:24])=[C:9]([CH3:25])[N:8]=2)=[CH:4][CH:3]=1.[ClH:54] |f:2.3.4.5.6|. The solvent is ClCCl (dichloromethane). Starting materials: O=C1CCC(=O)N1Br, O=C(OOC(=O)c1ccccc1)c1ccccc1, ClC(Cl)(Cl)Cl, COC(=O)C(C)(C)c1ccc(C)cc1. Yields the product COC(=O)C(C)(C)c1ccc(CBr)cc1. Reaction SMILES: [Br:15][N:16]1[C:17](=[O:18])[CH2:19][CH2:20][C:21]1=[O:22].[C:23]([O:24][O:25][C:26](=[O:27])[c:28]1[cH:29][cH:30][cH:31][cH:32][cH:33]1)(=[O:34])[c:35]1[cH:36][cH:37][cH:38][cH:39][cH:40]1.[C:41]([Cl:42])([Cl:43])([Cl:44])[Cl:45].[CH3:1][c:2]1[cH:3][cH:4][c:5]([C:8]([C:9](=[O:10])[O:11][CH3:12])([CH3:13])[CH3:14])[cH:6][cH:7]1>>[CH2:1]([c:2]1[cH:3][cH:4][c:5]([C:8]([C:9](=[O:10])[O:11][CH3:12])([CH3:13])[CH3:14])[cH:6][cH:7]1)[Br:15]. Reactants: CCOC(=O)OCC, C1CCOC1, N#CCc1ccccc1, [H-], [Na+]. Product: CCOC(=O)C(C#N)c1ccccc1. RXN SMILES: [C:12]([O:13][CH2:14][CH3:15])([O:16][CH2:18][CH3:19])=[O:17].[CH2:20]1[O:21][CH2:22][CH2:23][CH2:24]1.[CH2:3]([c:4]1[cH:5][cH:6][cH:7][cH:8][cH:9]1)[C:10]#[N:11].[H-:1].[Na+:2]>>[CH:3]([c:4]1[cH:5][cH:6][cH:7][cH:8][cH:9]1)([C:10]#[N:11])[C:12]([O:13][CH2:14][CH3:15])=[O:16]. Yield: 48.5%. Procedure details: 7-chloro-2-(2-furyl)-5-[2-(4-methoxyphenyl)ethyl]amino-oxazolo[5,4-d]pyrimidine (0.5 g) and ammonium chloride (0.1 g) were added to a saturated solution of ammonia in ethanol (20 ml) and sealed in a Caries tube. The sealed tube was then heated at 100° C. for 18 hours. The cooled reaction mixture was poured into water (200 ml) and the resultant precipitate removed by filtration. The solid was recrystallised from methanol to afford 7-amino-2-(2-furyl)-5-[2-(4-methoxyphenyl)ethyl]amino-oxazolo[5,4-... Product: NC=1C2=C(N=C(N1)NCCC1=CC=C(C=C1)OC)OC(=N2)C=2OC=CC2 (7-amino-2-(2-furyl)-5-[2-(4-methoxyphenyl)ethyl]amino-oxazolo[5,4-d]pyrimidine). Starting materials: O (water), ClC=1C2=C(N=C(N1)NCCC1=CC=C(C=C1)OC)OC(=N2)C=2OC=CC2 (7-chloro-2-(2-furyl)-5-[2-(4-methoxyphenyl)ethyl]amino-oxazolo[5,4-d]pyrimidine), [Cl-].[NH4+] (ammonium chloride), N (ammonia). Run at temperature 100 celsius. Solvent: C(C)O (ethanol). Reaction SMILES: Cl[C:2]1[C:3]2[N:21]=[C:20]([C:22]3[O:23][CH:24]=[CH:25][CH:26]=3)[O:19][C:4]=2[N:5]=[C:6]([NH:8][CH2:9][CH2:10][C:11]2[CH:16]=[CH:15][C:14]([O:17][CH3:18])=[CH:13][CH:12]=2)[N:7]=1.[Cl-].[NH4+:28].N.O>C(O)C>[NH2:28][C:2]1[C:3]2[N:21]=[C:20]([C:22]3[O:23][CH:24]=[CH:25][CH:26]=3)[O:19][C:4]=2[N:5]=[C:6]([NH:8][CH2:9][CH2:10][C:11]2[CH:16]=[CH:15][C:14]([O:17][CH3:18])=[CH:13][CH:12]=2)[N:7]=1 |f:1.2|.